Dataset: the Open Reaction Database (ORD), a public repository of structured organic reaction records. Task: describe an organic reaction: reactants, conditions, products, and yield The reactants are CO, COC(=O)CCC(C#C[Si](C)(C)C)N=Cc1ccccc1, [Cl-], [NH4+], [Na]. The product is C#CC(CCC(=O)OC)N=Cc1ccccc1. RXN SMILES: [CH3:25][OH:26].[CH3:2][Si:3]([C:4]#[C:5][CH:6]([CH2:7][CH2:8][C:9](=[O:10])[O:11][CH3:12])[N:13]=[CH:14][c:15]1[cH:16][cH:17][cH:18][cH:19][cH:20]1)([CH3:21])[CH3:22].[Cl-:23].[NH4+:24].[Na:1]>>[CH:4]#[C:5][CH:6]([CH2:7][CH2:8][C:9](=[O:10])[O:11][CH3:12])[N:13]=[CH:14][c:15]1[cH:16][cH:17][cH:18][cH:19][cH:20]1. Reactants: CC(=O)[O-], CC(=O)O, Cc1ccccc1, CCOC(C)=O, CC(=O)c1ccc([N+](=O)[O-])cc1, N#CCC#N, [NH4+], C1COCCO1. The product is CC(=C(C#N)C#N)c1ccc([N+](=O)[O-])cc1. Reaction SMILES: [CH3:14][C:15](=[O:16])[O-:17].[CH3:18][C:19](=[O:20])[OH:21].[CH3:33][c:34]1[cH:35][cH:36][cH:37][cH:38][cH:39]1.[CH3:40][CH2:41][O:42][C:43](=[O:44])[CH3:45].[N+:1](=[O:2])([O-:3])[c:4]1[cH:5][cH:6][c:7]([C:10]([CH3:11])=[O:12])[cH:8][cH:9]1.[N:22]#[C:23][CH2:24][C:25]#[N:26].[NH4+:13].[O:27]1[CH2:28][CH2:29][O:30][CH2:31][CH2:32]1>>[N+:1](=[O:2])([O-:3])[c:4]1[cH:5][cH:6][c:7]([C:10]([CH3:11])=[C:24]([C:23]#[N:22])[C:25]#[N:26])[cH:8][cH:9]1. Starting materials: CN(C)C=O, C[Si](C)(CCl)c1ccc(Cl)cc1, [Na], O, c1nc[nH]n1. The product is C[Si](C)(Cn1cncn1)c1ccc(Cl)cc1. RXN SMILES: [CH3:19][N:20]([CH3:21])[CH:22]=[O:23].[Cl:1][CH2:2][Si:3]([CH3:4])([CH3:5])[c:6]1[cH:7][cH:8][c:9]([Cl:12])[cH:10][cH:11]1.[Na:13].[OH2:24].[nH:14]1[n:15][cH:16][n:17][cH:18]1>>[CH2:2]([Si:3]([CH3:4])([CH3:5])[c:6]1[cH:7][cH:8][c:9]([Cl:12])[cH:10][cH:11]1)[n:14]1[n:15][cH:16][n:17][cH:18]1. The product is Cl, CCOC(=O)c1ccc(N)c(CN(CC)CC)c1. RXN SMILES: [CH3:24][CH2:25][OH:26].[ClH:22].[NH3:23].[NH:1]([C:2]([CH3:3])=[O:4])[c:5]1[c:6]([CH2:7][N:8]([CH2:9][CH3:10])[CH2:11][CH3:12])[cH:13][c:14]([C:17](=[O:18])[O:19][CH2:20][CH3:21])[cH:15][cH:16]1>>[ClH:22].[NH2:1][c:5]1[c:6]([CH2:7][N:8]([CH2:9][CH3:10])[CH2:11][CH3:12])[cH:13][c:14]([C:17](=[O:18])[O:19][CH2:20][CH3:21])[cH:15][cH:16]1. Starting materials: CCO, Cl, N, CCOC(=O)c1ccc(NC(C)=O)c(CN(CC)CC)c1.